This data is from the Open Reaction Database (ORD), a public repository of structured organic reaction records. The task is: describe an organic reaction: reactants, conditions, products, and yield Reactants: CC(C)(C)C(=O)Cl, CC1NC(=O)OC1(C)C, [Li]CCCC, C1CCOC1. The product is CC1N(C(=O)C(C)(C)C)C(=O)OC1(C)C. RXN SMILES: [C:15]([C:16]([CH3:17])([CH3:18])[CH3:19])(=[O:20])[Cl:21].[CH3:1][CH:2]1[NH:3][C:4](=[O:9])[O:5][C:6]1([CH3:7])[CH3:8].[Li:10][CH2:11][CH2:12][CH2:13][CH3:14].[O:22]1[CH2:23][CH2:24][CH2:25][CH2:26]1>>[CH3:1][CH:2]1[N:3]([C:15]([C:16]([CH3:17])([CH3:18])[CH3:19])=[O:20])[C:4](=[O:9])[O:5][C:6]1([CH3:7])[CH3:8]. Reactants: OC1=C(C(OC(=C1)C)=O)SCC1=CC=C(C=C1)C (4-Hydroxy-6-methyl-3-(p-methylbenzylthio)-2-pyrone), OO (hydrogen peroxide). Solvent: C(C)(=O)O (acetic acid). Reaction conditions: time 20 hour. Yields the product OC1=C(C(OC(=C1)C)=O)S(=O)CC1=CC=C(C=C1)C (4-Hydroxy-6-methyl-3-(p-methylbenzylsulfinyl)-2-pyrone). The yield is 35.0%. RXN SMILES: [OH:1][C:2]1[CH:7]=[C:6]([CH3:8])[O:5][C:4](=[O:9])[C:3]=1[S:10][CH2:11][C:12]1[CH:17]=[CH:16][C:15]([CH3:18])=[CH:14][CH:13]=1.[OH:19]O>C(O)(=O)C>[OH:1][C:2]1[CH:7]=[C:6]([CH3:8])[O:5][C:4](=[O:9])[C:3]=1[S:10]([CH2:11][C:12]1[CH:13]=[CH:14][C:15]([CH3:18])=[CH:16][CH:17]=1)=[O:19]. Procedure details: 4-Hydroxy-6-methyl-3-(p-methylbenzylthio)-2-pyrone (10.5 g., 0.0400 mol), 30% hydrogen peroxide (5.14 g., 0.0440 mol), and 50 ml. glacial acetic acid were combined and stirred at room temperature for 20 hours. The reaction mixture was poured into 250 ml. ice-water and the recovered white precipitate was collected and dried. The solids were recrystallized from toluene to give 3.9 g. (35 percent) of the desired compound as a pale pink crystalline solid, m.p. 156°-158°C. The reactants are CN(C)C=O, O=C(Cl)C(=O)Cl, O=C(O)Cc1ccc(Cl)c(Cl)c1, ClCCl. The product is O=C(Cl)Cc1ccc(Cl)c(Cl)c1. As a reaction SMILES: [CH3:19][N:20]([CH3:21])[CH:22]=[O:23].[Cl:13][C:14]([C:15]([Cl:16])=[O:17])=[O:18].[Cl:1][c:2]1[cH:3][c:4]([CH2:9][C:10](=[O:11])[OH:12])[cH:5][cH:6][c:7]1[Cl:8].[Cl:24][CH2:25][Cl:26]>>[Cl:1][c:2]1[cH:3][c:4]([CH2:9][C:10](=[O:12])[Cl:13])[cH:5][cH:6][c:7]1[Cl:8]. As a reaction SMILES: [CH2:1]([C@:3]1([OH:29])[C:26]2[CH:25]=[C:24]3[N:10]([CH2:11][C:12]4[C:13]3=[N:14][C:15]3[CH:16]=[C:17]([F:23])[CH:18]=[C:19]([F:22])[C:20]=3[CH:21]=4)[C:9](=[O:27])[C:8]=2[CH2:7][O:6][C:5](=[O:28])[CH2:4]1)[CH3:2].[CH:30](=O)[CH2:31][CH2:32]C>>[CH2:1]([C@:3]1([OH:29])[C:26]2[CH:25]=[C:24]3[N:10]([CH2:11][C:12]4[C:13]3=[N:14][C:15]3[CH:16]=[C:17]([F:23])[CH:18]=[C:19]([F:22])[C:20]=3[C:21]=4[CH2:30][CH2:31][CH3:32])[C:9](=[O:27])[C:8]=2[CH2:7][O:6][C:5](=[O:28])[CH2:4]1)[CH3:2]. Reported procedure: The product of Example 100 is treated with butyraldehyde according to a procedure similar to Stage 95e in order to produce the expected solid. Yields the product C(C)[C@]1(CC(OCC=2C(N3CC=4C(=NC=5C=C(C=C(C5C4CCC)F)F)C3=CC21)=O)=O)O ((5R)-5-ethyl-9,11-difluoro-5-hydroxy-12-propyl-4,5,13,15-tetrahydro-1H,3H-oxepino[3′,4′:6,7]indolizino[1,2-b]quinoline-3,15-dione). Reactants: C(C)[C@]1(CC(OCC=2C(N3CC=4C(=NC=5C=C(C=C(C5C4)F)F)C3=CC21)=O)=O)O ((5R)-5-ethyl-9,11-difluoro-5-hydroxy-4,5,13,15-tetrahydro-1H,3H-oxepino[3′,4′:6,7]indolizino[1,2-b]quinoline-3,15-dione), C(CCC)=O (butyraldehyde). Starting materials: BrC1=CC=C(C=O)C=C1 (4-bromobenzaldehyde), S1C=NC=C1 (thiazole), C(C)(=O)[O-].[K+] (potassium acetate). Reagents/catalysts: C=1C=CC(=CC1)[P](C=2C=CC=CC2)(C=3C=CC=CC3)[Pd]([P](C=4C=CC=CC4)(C=5C=CC=CC5)C=6C=CC=CC6)([P](C=7C=CC=CC7)(C=8C=CC=CC8)C=9C=CC=CC9)[P](C=1C=CC=CC1)(C=1C=CC=CC1)C=1C=CC=CC1 (Pd(PPh3)4). Run in CC(=O)N(C)C (dimethylacetamide). Run at temperature 150 celsius, time 12 hour. Yields the product S1C=NC=C1C1=CC=C(C=O)C=C1 (4-(Thiazol-5-yl)-benzaldehyde). Reaction SMILES: Br[C:2]1[CH:9]=[CH:8][C:5]([CH:6]=[O:7])=[CH:4][CH:3]=1.[S:10]1[CH:14]=[CH:13][N:12]=[CH:11]1.C([O-])(=O)C.[K+]>CC(N(C)C)=O.C1C=CC([P]([Pd]([P](C2C=CC=CC=2)(C2C=CC=CC=2)C2C=CC=CC=2)([P](C2C=CC=CC=2)(C2C=CC=CC=2)C2C=CC=CC=2)[P](C2C=CC=CC=2)(C2C=CC=CC=2)C2C=CC=CC=2)(C2C=CC=CC=2)C2C=CC=CC=2)=CC=1>[S:10]1[C:14]([C:2]2[CH:9]=[CH:8][C:5]([CH:6]=[O:7])=[CH:4][CH:3]=2)=[CH:13][N:12]=[CH:11]1 |f:2.3,^1:29,31,50,69|. Procedure: In a bomb tube, a mixture of 3.7 g (20 mmol) of 4-bromobenzaldehyde (Fluka, Buchs, Switzerland), 6.64 ml (93 mmol) of thiazole, 2.94 g of potassium acetate and 1.16 g (1 mmol) of Pd(PPh3)4 in 50 ml of dimethylacetamide is stirred at 150° C. for 12 hours. The reaction mixture is concentrated by evaporation. Water is added to the residue and the mixture is extracted 3× with methylene chloride. The organic phases are filtered through cotton wadding, concentrated by evaporation and chromatographed (... Product: N#Cc1cccc(C2=Nc3ccc(C#Cc4ccccc4)cc3NC(=O)C2)c1. Starting materials: CC(C)(C)OC(=O)Nc1ccc(C#Cc2ccccc2)cc1NC(=O)CC(=O)c1cccc(C#N)c1, ClCCl, O=C(O)C(F)(F)F. As a reaction SMILES: [C:1]([O:2][C:3](=[O:4])[NH:7][c:8]1[c:9]([NH:22][C:23]([CH2:24][C:25](=[O:5])[c:27]2[cH:28][c:29]([C:33]#[N:34])[cH:30][cH:31][cH:32]2)=[O:35])[cH:10][c:11]([C:14]#[C:15][c:16]2[cH:17][cH:18][cH:19][cH:20][cH:21]2)[cH:12][cH:13]1)([CH3:6])([CH3:26])[CH3:36].[Cl:44][CH2:45][Cl:46].[F:37][C:38]([F:39])([F:40])[C:41]([OH:42])=[O:43]>>[N:7]1=[C:25]([c:27]2[cH:28][c:29]([C:33]#[N:34])[cH:30][cH:31][cH:32]2)[CH2:24][C:23](=[O:35])[NH:22][c:9]2[c:8]1[cH:13][cH:12][c:11]([C:14]#[C:15][c:16]1[cH:17][cH:18][cH:19][cH:20][cH:21]1)[cH:10]2. Starting materials: B(Br)(Br)Br (boron tribromide), C(C)(=O)NC1=CC=C(C(=O)N(C2=CC(=CC=C2)OC)CCN2CCC(CC2)C(C2=CC=C(C=C2)F)=O)C=C1 (4-Acetylamino-N-{2-[4-(4-fluorobenzoyl)piperidino]ethyl}-N-(3-methoxyphenyl)benzamide), C([O-])(O)=O.[Na+] (sodium bicarbonate). Solvent: C(Cl)Cl (methylene chloride), C(Cl)Cl (methylene chloride). Run at time 12 hour. Yields the product C(C)(=O)NC1=CC=C(C(=O)N(C2=CC(=CC=C2)O)CCN2CCC(CC2)C(C2=CC=C(C=C2)F)=O)C=C1 (4-Acetylamino-N-{2-[4-(4-fluorobenzoyl)piperidino]ethyl}-N-(3-hydroxyphenyl)benzamide). Isolated yield 74.1%. Reaction SMILES: [C:1]([NH:4][C:5]1[CH:38]=[CH:37][C:8]([C:9]([N:11]([CH2:20][CH2:21][N:22]2[CH2:27][CH2:26][CH:25]([C:28](=[O:36])[C:29]3[CH:34]=[CH:33][C:32]([F:35])=[CH:31][CH:30]=3)[CH2:24][CH2:23]2)[C:12]2[CH:17]=[CH:16][CH:15]=[C:14]([O:18]C)[CH:13]=2)=[O:10])=[CH:7][CH:6]=1)(=[O:3])[CH3:2].B(Br)(Br)Br.C(=O)(O)[O-].[Na+]>C(Cl)Cl>[C:1]([NH:4][C:5]1[CH:38]=[CH:37][C:8]([C:9]([N:11]([CH2:20][CH2:21][N:22]2[CH2:23][CH2:24][CH:25]([C:28](=[O:36])[C:29]3[CH:34]=[CH:33][C:32]([F:35])=[CH:31][CH:30]=3)[CH2:26][CH2:27]2)[C:12]2[CH:17]=[CH:16][CH:15]=[C:14]([OH:18])[CH:13]=2)=[O:10])=[CH:7][CH:6]=1)(=[O:3])[CH3:2] |f:2.3|. Procedure details: 4-Acetylamino-N-{2-[4-(4-fluorobenzoyl)piperidino]ethyl}-N-(3-methoxyphenyl)benzamide (50.0 mg, 0.10 mmol) was dissolved in methylene chloride (3.0 ml) to which was subsequently added a methylene chloride solution (1 ml) of boron tribromide (0.018 ml, 0.19 mmol) at 0° C. After 12 hours of stirring at 0° C. to room temperature, the reaction solution was mixed with saturated sodium bicarbonate aqueous solution and extracted with ethyl acetate. The resulting organic layer was washed with saturated ...